From a dataset of the Open Reaction Database (ORD), a public repository of structured organic reaction records. describe an organic reaction: reactants, conditions, products, and yield Starting materials: CC(C)(C)OC(=O)N(CCCCO)Cc1ccccc1, CS(C)=O, O=C(Cl)C(=O)Cl, ClCCl. Product: CC(C)(C)OC(=O)N(CCCC=O)Cc1ccccc1. As a reaction SMILES: [C:11]([CH3:12])([CH3:13])([CH3:14])[O:15][C:16]([N:17]([CH2:18][CH2:19][CH2:20][CH2:21][OH:22])[CH2:23][c:24]1[cH:25][cH:26][cH:27][cH:28][cH:29]1)=[O:30].[CH3:7][S:8](=[O:9])[CH3:10].[Cl:1][C:2]([C:3]([Cl:4])=[O:5])=[O:6].[Cl:31][CH2:32][Cl:33]>>[C:11]([CH3:12])([CH3:13])([CH3:14])[O:15][C:16]([N:17]([CH2:18][CH2:19][CH2:20][CH:21]=[O:22])[CH2:23][c:24]1[cH:25][cH:26][cH:27][cH:28][cH:29]1)=[O:30].